Dataset: the Open Reaction Database (ORD), a public repository of structured organic reaction records. Task: describe an organic reaction: reactants, conditions, products, and yield Starting materials: CC(=O)O, [O-][I+3]([O-])([O-])O, I, [Na+], [Na+], O, O=S(=O)(O)O, O=S([O-])S(=O)(=O)[O-], O=C(N1CCCC1)C1(c2ccccc2)CC1. Product: O=C(N1CCCC1)C1(c2ccc(I)cc2)CC1. RXN SMILES: [CH3:37][C:38](=[O:39])[OH:40].[I+3:22]([OH:23])([O-:24])([O-:25])[O-:26].[I:27].[Na+:35].[Na+:36].[OH2:41].[S:17](=[O:18])(=[O:19])([OH:20])[OH:21].[S:28]([S:29]([O-:30])=[O:31])([O-:32])(=[O:33])=[O:34].[c:1]1([C:7]2([C:10](=[O:11])[N:12]3[CH2:13][CH2:14][CH2:15][CH2:16]3)[CH2:8][CH2:9]2)[cH:2][cH:3][cH:4][cH:5][cH:6]1>>[c:1]1([C:7]2([C:10](=[O:11])[N:12]3[CH2:13][CH2:14][CH2:15][CH2:16]3)[CH2:8][CH2:9]2)[cH:2][cH:3][c:4]([I:22])[cH:5][cH:6]1. The reactants are O1CCCC1 (tetrahydrofuran), O1CCCC1 (tetrahydrofuran), O([Si](C)(C)C(C)(C)C)C[C@@H](CC1=C(C=CC=C1)OC)OCOC ((R)-1-t-butyldimethylsiloxy-2-methoxymethoxy-3-(2-methoxyphenyl)propane), [F-].C(CCC)[N+](CCCC)(CCCC)CCCC (tetrabutylammoniumfluoride). Solvent: O (water). Reaction conditions: time 2 hour. The product is COCO[C@@H](CO)CC1=C(C=CC=C1)OC ((R)-2-methoxymethoxy-3-(2-methoxyphenyl)-1-propanol). Isolated yield 103.3%. As a reaction SMILES: O1CCCC1.[O:6]([CH2:14][C@H:15]([O:25][CH2:26][O:27][CH3:28])[CH2:16][C:17]1[CH:22]=[CH:21][CH:20]=[CH:19][C:18]=1[O:23][CH3:24])[Si](C(C)(C)C)(C)C.[F-].C([N+](CCCC)(CCCC)CCCC)CCC>O>[CH3:28][O:27][CH2:26][O:25][C@H:15]([CH2:16][C:17]1[CH:22]=[CH:21][CH:20]=[CH:19][C:18]=1[O:23][CH3:24])[CH2:14][OH:6] |f:2.3|. Procedure: Under ice-cooling, to a tetrahydrofuran solution of (R)-1-t-butyldimethylsiloxy-2-methoxymethoxy-3-(2-methoxyphenyl)propane (2.2 g) was added a solution of n tetrabutylammoniumfluoride (1 mol/l, 6.46 ml) in tetrahydrofuranand stirred for 2 hours successively. After tetrahydrofuran wasevaporated in vacuo, water was added, extracted with ethyl acetate,and dried over magnesium sulfate. The solvent was evaporated invacuo, the gained crude product was purified by silica gel columnchromatography, and ... As a reaction SMILES: [NH2:1][C@@H:2]([CH2:8][CH3:9])[C@@H:3]([OH:7])[C:4]([OH:6])=[O:5].C(=O)([O-])O.[Na+].Cl[C:16]([O:18][CH2:19][CH:20]1[C:32]2[CH:31]=[CH:30][CH:29]=[CH:28][C:27]=2[C:26]2[C:21]1=[CH:22][CH:23]=[CH:24][CH:25]=2)=[O:17]>O.O1CCOCC1>[CH:31]1[C:32]2[CH:20]([CH2:19][O:18][C:16]([NH:1][C@@H:2]([CH2:8][CH3:9])[C@@H:3]([OH:7])[C:4]([OH:6])=[O:5])=[O:17])[C:21]3[C:26](=[CH:25][CH:24]=[CH:23][CH:22]=3)[C:27]=2[CH:28]=[CH:29][CH:30]=1 |f:1.2|. The solvent is O (water), O1CCOCC1 (dioxane), O1CCOCC1 (dioxane), O (water). The product is C1=CC=CC=2C3=CC=CC=C3C(C12)COC(=O)N[C@H]([C@H](C(=O)O)O)CC ((2R, 3S)-3-(9-fluorenylmethoxycarbonyl)amino-2-hydroxypentanoic acid). Conditions: time 2 hour. Yield: 80.1%. Procedure details: 0.759 g (5.70 mmol) of (2R, 3S)-3-amino-2-hydroxypentanoic acid were admixed with a solution of 1.199 g (14.28 mmol) of sodium hydrogen carbonate in 20 ml of water, and with 20 ml of dioxane. The resulting mixture was cooled with ice. To this solution was dropwise added a solution of 1.623 g (6.27 mmol) of 9-fluorenylmethyl chloroformate in 10 ml of dioxane under cooling with ice for 30 minutes. After the completion of the addition, the reaction mixture was stirred at room temperature for 2 hour... Starting materials: N[C@H]([C@H](C(=O)O)O)CC ((2R, 3S)-3-amino-2-hydroxypentanoic acid), C(O)([O-])=O.[Na+] (sodium hydrogen carbonate), ClC(=O)OCC1C2=CC=CC=C2C=2C=CC=CC12 (9-fluorenylmethyl chloroformate). Isolated yield 2.7%. Solvent: ClCCCl (DCE), CN(C)C=O (DMF), CCOC(=O)C (EtOAc). Conditions: time 3 hour. Reported procedure: To a solution of (S)-ethyl 2-(7-(4-(allyloxy)-4-methylpiperidin-1-yl)-2-(iodomethyl)-5-methylpyrazolo[1,5-a]pyrimidin-6-yl)-2-(tert-butoxy)acetate (0.10 g, 0.171 mmol) and (S)-(4,5-difluoro-2-(pent-4-en-2-yloxy)phenyl)methanol (0.047 g, 0.205 mmol) in DMF (2 mL) was added sodium hydride (10.26 mg, 0.257 mmol) and the mixture was stirred at rt. After stirring for 4 h, the mixture was diluted with EtOAc and washed with 1N HCl followed by water and brine. The organic phase was dried (Na2SO4), filte... Yields the product C(C)(C)(C)O[C@H](C(=O)OCC)C1=C2N3CCC(OC\C=C/C[C@@H](OC=4C=C(C(=CC4COCC4=NN2C(N=C1C)=C4)F)F)C)(CC3)C (ethyl (2S)-2-(tert-butoxy)-2-[(20S,22Z)-15,16-difluoro-4,20,26-trimethyl-11,19,25-trioxa-1,5,7,8-tetraazapentacyclo[24.2.2.16,9.02,7.013,18]hentriaconta-2,4,6(31),8,13(18),14,16,22-octaen-3-yl]acetate). The reactants are oil, C(C=C)OC1(CCN(CC1)C1=C(C(=NC=2N1N=C(C2)CI)C)[C@@H](C(=O)OCC)OC(C)(C)C)C ((S)-ethyl 2-(7-(4-(allyloxy)-4-methylpiperidin-1-yl)-2-(iodomethyl)-5-methylpyrazolo[1,5-a]pyrimidin-6-yl)-2-(tert-butoxy)acetate), FC1=CC(=C(C=C1F)CO)O[C@@H](C)CC=C ((S)-(4,5-difluoro-2-(pent-4-en-2-yloxy)phenyl)methanol), [H-].[Na+] (sodium hydride). RXN SMILES: [CH2:1]([O:4][C:5]1([CH3:34])[CH2:10][CH2:9][N:8]([C:11]2[N:16]3[N:17]=[C:18]([CH2:20]I)[CH:19]=[C:15]3[N:14]=[C:13]([CH3:22])[C:12]=2[C@H:23]([O:29][C:30]([CH3:33])([CH3:32])[CH3:31])[C:24]([O:26][CH2:27][CH3:28])=[O:25])[CH2:7][CH2:6]1)[CH:2]=[CH2:3].[F:35][C:36]1[C:41]([F:42])=[CH:40][C:39]([CH2:43][OH:44])=[C:38]([O:45][C@H:46]([CH2:48]C=C)[CH3:47])[CH:37]=1.[H-].[Na+]>CN(C=O)C.CCOC(C)=O.ClCCCl.CC1C=C(C)C(N2C(=[Ru](Cl)(Cl)=CC3C=CC=CC=3OC(C)C)N(C3C(C)=CC(C)=CC=3C)CC2)=C(C)C=1.[Cu]I>[C:30]([O:29][C@@H:23]([C:12]1[C:13]([CH3:22])=[N:14][C:15]2=[CH:19][C:18]3=[N:17][N:16]2[C:11]=1[N:8]1[CH2:9][CH2:10][C:5]([CH3:34])([O:4][CH2:1][CH:2]=[CH:3][CH2:47][C@H:46]([CH3:48])[O:45][C:38]2[CH:37]=[C:36]([F:35])[C:41]([F:42])=[CH:40][C:39]=2[CH2:43][O:44][CH2:20]3)[CH2:6][CH2:7]1)[C:24]([O:26][CH2:27][CH3:28])=[O:25])([CH3:33])([CH3:32])[CH3:31] |f:2.3|. Reagents/catalysts: CC1=CC(=C(C(=C1)C)N2CCN(C2=[Ru](=CC3=C(C=CC=C3)OC(C)C)(Cl)Cl)C4=C(C=C(C=C4C)C)C)C (Hoveyda-Grubbs catalyst 2nd generation), [Cu]I (copper(I) iodide). The reactants are N=1OC=2CCCC3=NC=4C=CC=CC4C1C23 (4,5-dihydro-3H-isoxazolo[5,4,3-kl]acridine), C(#N)[BH3-].[Na+] (sodium cyanoborohydride), C([O-])([O-])=O.[Na+].[Na+] (sodium carbonate). Solvent: C(C)(=O)O (acetic acid). Reaction conditions: time 0.5 hour. Product: N=1OC=2CCCC3NC=4C=CC=CC4C1C23 (4,5,5a,6-Tetrahydro-3H-isoxazolo[5,4,3-kl]acridine). Isolated yield 58.0%. As a reaction SMILES: [N:1]1[O:2][C:3]2[CH2:4][CH2:5][CH2:6][C:7]3[C:16]=2[C:15]=1[C:14]1[CH:13]=[CH:12][CH:11]=[CH:10][C:9]=1[N:8]=3.C([BH3-])#N.[Na+].C(=O)([O-])[O-].[Na+].[Na+]>C(O)(=O)C>[N:1]1[O:2][C:3]2[CH2:4][CH2:5][CH2:6][CH:7]3[C:16]=2[C:15]=1[C:14]1[CH:13]=[CH:12][CH:11]=[CH:10][C:9]=1[NH:8]3 |f:1.2,3.4.5|. Reported procedure: In 100 ml glacial acetic acid was dissolved 4.75 g 4,5-dihydro-3H-isoxazolo[5,4,3-kl]acridine. To the mechanically stirred solution under nitrogen was added 2.84 g of sodium cyanoborohydride. The reaction was complete after 0.5 hour at room temperature. The reaction mixture was neutralized with excess aqueous sodium carbonate and extracted with dichloromethane (DCM). The DCM was dried over MgSO4, filtered and concentrated to a solid. The solid was purified by flash chromatography and recrystalli... Reactants: C1=CC(=CC=C1O)C (p-Cresol), C(OCC(F)(F)F)(OCC(F)(F)F)=O (bis(2,2,2-trifluoroethyl) carbonate). Reagents/catalysts: C[O-].[Na+] (sodium methoxide). Run in C1(=CC=CC=C1)C (toluene). The product is C(OC1=CC=C(C=C1)C)(OC1=CC=C(C=C1)C)=O (Bis(p-cresyl) carbonate), C1=CC(=CC=C1O)C (p-cresol). The yield is 86.0%. Reaction SMILES: [CH:1]1[C:6]([OH:7])=[CH:5][CH:4]=[C:3]([CH3:8])[CH:2]=1.[C:9](=[O:22])([O:16][CH2:17][C:18](F)(F)F)OCC(F)(F)F>C1(C)C=CC=CC=1.C[O-].[Na+]>[C:9](=[O:22])([O:16][C:17]1[CH:18]=[CH:4][C:3]([CH3:8])=[CH:2][CH:1]=1)[O:7][C:6]1[CH:5]=[CH:4][C:3]([CH3:8])=[CH:2][CH:1]=1.[CH:5]1[C:6]([OH:7])=[CH:1][CH:2]=[C:3]([CH3:8])[CH:4]=1 |f:3.4|. Procedure: p-Cresol (1.081 g.; 10 mmol.) was reacted with bis(2,2,2-trifluoroethyl) carbonate (1.37 g.; 6 mmol.) and sodium methoxide (2.7 mg.; 0.05 mmol.) in toluene, according to the general procedure of Example II. Bis(p-cresyl) carbonate was isolated by column chromatography in 70% yield (1.695 g.), along with unreacted p-cresol (0.310 g., 28%). ##STR8##